From a dataset of the Open Reaction Database (ORD), a public repository of structured organic reaction records. describe an organic reaction: reactants, conditions, products, and yield Reactants: [H-].[Na+] (sodium hydride), C(=O)C1=CNC2=CC=CC=C12 (3-Formylindol), BrCC(=O)OCC (ethyl bromoacetate). Solvent: CN(C=O)C (N,N-dimethylformamide), CN(C=O)C (N,N-dimethylformamide). Conditions: time 16 hour. Product: C(C)OC(CN1C=C(C2=CC=CC=C12)C=O)=O ((3-formylindol-1-yl)acetic acid ethyl ester). Yield: 99.6%. As a reaction SMILES: [CH:1]([C:3]1[C:11]2[C:6](=[CH:7][CH:8]=[CH:9][CH:10]=2)[NH:5][CH:4]=1)=[O:2].[H-].[Na+].Br[CH2:15][C:16]([O:18][CH2:19][CH3:20])=[O:17]>CN(C)C=O>[CH2:19]([O:18][C:16](=[O:17])[CH2:15][N:5]1[C:6]2[C:11](=[CH:10][CH:9]=[CH:8][CH:7]=2)[C:3]([CH:1]=[O:2])=[CH:4]1)[CH3:20] |f:1.2|. Reported procedure: 3-Formylindol (10 g, 69 mmol) was dissolved in N,N-dimethylformamide (100 mL) and under an atmosphere of nitrogen and with external cooling, keeping the temperature below 15° C., sodium hydride (60% in mineral oil, 3.0 g, 76 mmol) was added in portions. Then a solution of ethyl bromoacetate (8.4 mL, 76 mmol) in N,N-dimethylformamide (15 mL) was added dropwise over 30 minutes and the resulting mixture was stirred at room temperature for 16 hours. The mixture was concentrated in vacuo and the resi... Reaction conditions: temperature 5 celsius, time 7 day. Run in Cl (hydrochloric acid), Cl (hydrochloric acid). Procedure details: 1.8 g of methyl (+)-3-(6-amidino-2-indolyl)-2-[4-[((3S)-3-pyrrolidinyl)oxy]phenyl]propionate dihydrochloride was dissolved in 60 ml of concentrated hydrochloric acid, and the solution was stirred at 5° C. for 7 days. After concentrating the resulting reaction solution to dryness under a reduced pressure at a temperature of 50° C. or below, the thus obtained residue was subjected to reversed phase high performance liquid chromatography using a column packed with octadecyl-bonded silica gel and us... Reaction SMILES: [ClH:1].Cl.[C:3]([C:6]1[CH:14]=[C:13]2[C:9]([CH:10]=[C:11]([CH2:15][CH:16]([C:21]3[CH:26]=[CH:25][C:24]([O:27][C@H:28]4[CH2:32][CH2:31][NH:30][CH2:29]4)=[CH:23][CH:22]=3)[C:17]([O:19]C)=[O:18])[NH:12]2)=[CH:8][CH:7]=1)(=[NH:5])[NH2:4].O.C(#N)C>Cl>[ClH:1].[ClH:1].[C:3]([C:6]1[CH:14]=[C:13]2[C:9]([CH:10]=[C:11]([CH2:15][CH:16]([C:21]3[CH:22]=[CH:23][C:24]([O:27][C@H:28]4[CH2:32][CH2:31][NH:30][CH2:29]4)=[CH:25][CH:26]=3)[C:17]([OH:19])=[O:18])[NH:12]2)=[CH:8][CH:7]=1)(=[NH:4])[NH2:5] |f:0.1.2,3.4,6.7.8|. Starting materials: Cl.Cl.C(N)(=N)C1=CC=C2C=C(NC2=C1)CC(C(=O)OC)C1=CC=C(C=C1)O[C@@H]1CNCC1 (methyl (+)-3-(6-amidino-2-indolyl)-2-[4-[((3S)-3-pyrrolidinyl)oxy]phenyl]propionate dihydrochloride), O.C(C)#N (water acetonitrile). Yield: 148.8%. Yields the product Cl.Cl.C(N)(=N)C1=CC=C2C=C(NC2=C1)CC(C(=O)O)C1=CC=C(C=C1)O[C@@H]1CNCC1 ((+)-3-(6-amidino-2-indolyl)-2-[4-[((3S)-3-pyrrolidinyl)-oxy]phenyl]propionic Acid Dihydrochloride). The reactants are FC1=CC(=C(C=C1)O)[N+](=O)[O-] (4-Fluoro-2-nitrophenol), SC1=CC=C(C=C1)O (4-mercaptophenol), FC1=CC(=C(C=C1)O)[N+](=O)[O-] (4-fluoro-2-nitrophenol), 6b, 6c, CC1=CC(=C(C=C1)O)[N+](=O)[O-] (4-methyl-2-nitro phenol). Yields the product FC=1C=CC(=C(C1)N)SC1=CC=CC=C1 (5-Fluoro-2-phenylsulfanyl-phenylamine). RXN SMILES: [F:1][C:2]1[CH:7]=[CH:6][C:5](O)=[C:4]([N+:9]([O-])=O)[CH:3]=1.[SH:12][C:13]1[CH:18]=[CH:17][C:16](O)=[CH:15][CH:14]=1.CC1C=CC(O)=C([N+]([O-])=O)C=1>>[F:1][C:2]1[CH:7]=[CH:6][C:5]([S:12][C:13]2[CH:18]=[CH:17][CH:16]=[CH:15][CH:14]=2)=[C:4]([NH2:9])[CH:3]=1. Reported procedure: 4-Fluoro-2-nitrophenol was reacted according to procedures similar to those described in Examples 6a, 6b, and 6c substituting benzenethiol for 4-mercaptophenol and 4-fluoro-2-nitrophenol for 4-methyl-2-nitro phenol to provide the title compound. Starting materials: COC(\C(=C\OC)\C1=C(C=C(C=C1)Cl)C)=O ((E)-methyl-2-(4-chloro-2-methylphenyl)-3-methoxyacrylate), CC(C)(C#N)N=NC(C)(C)C#N (AIBN), BrN1C(CCC1=O)=O (N-bromosuccinimide). The solvent is C(Cl)(Cl)(Cl)Cl (carbon tetrachloride). Yields the product COC(\C(=C\OC)\C1=C(C=C(C=C1)Cl)CBr)=O ((E)-methyl-2-(2-bromomethyl-4-chlorophenyl)-3-methoxyacrylate), material. RXN SMILES: [CH3:1][O:2][C:3](=[O:16])/[C:4](/[C:8]1[CH:13]=[CH:12][C:11]([Cl:14])=[CH:10][C:9]=1[CH3:15])=[CH:5]/[O:6][CH3:7].CC(N=NC(C#N)(C)C)(C#N)C.[Br:29]N1C(=O)CCC1=O>C(Cl)(Cl)(Cl)Cl>[CH3:1][O:2][C:3](=[O:16])/[C:4](/[C:8]1[CH:13]=[CH:12][C:11]([Cl:14])=[CH:10][C:9]=1[CH2:15][Br:29])=[CH:5]/[O:6][CH3:7]. Procedure details: 9.7 g (40 mmol) of the compound obtained in Step 2 was dissolved in 200 ml of carbon tetrachloride, and 0.7 g (4 mmol) of AIBN and 7.9 g (44 mmol) of N-bromosuccinimide were added thereto. The mixture was refluxed for 5 hours, and cooled to room temperature. The reaction mixture was washed with 50 ml of water twice and 50 ml portions of a brine solution, dried over anhydrous MgSO4, and distilled under a reduced pressure to obtain (E)-methyl-2-(2-bromomethyl-4-chlorophenyl)-3-methoxyacrylate cont... Starting materials: CCOC(=O)Cn1nccc1C, CCO, NN, O. Yields the product Cc1ccnn1CC(=O)NN. Reaction SMILES: [CH2:1]([O:3][C:4](=[O:2])[CH2:5][n:6]1[n:7][cH:8][cH:9][c:10]1[CH3:11])[CH3:12].[CH3:16][CH2:17][OH:18].[NH2:14][NH2:15].[OH2:13]>>[O:3]=[C:4]([CH2:5][n:6]1[n:7][cH:8][cH:9][c:10]1[CH3:11])[NH:14][NH2:15].